From a dataset of the Open Reaction Database (ORD), a public repository of structured organic reaction records. describe an organic reaction: reactants, conditions, products, and yield Solvent: CN(C)C=O (DMF). Reaction SMILES: [CH3:1][O:2][C:3]1[CH:8]=[CH:7][C:6]([C:9]2[CH:10]=[N:11][C:12]([NH:15][C:16]3[CH:24]=[CH:23][C:19]([C:20]([OH:22])=[O:21])=[CH:18][CH:17]=3)=[N:13][CH:14]=2)=[CH:5][CH:4]=1.[CH3:25]OC(=O)C1C=CC(NC2N=CC(Br)=CN=2)=CC=1.B(O)(O)C1C=CC(OC)=CC=1.C([O-])([O-])=O.[K+].[K+]>CN(C=O)C.C1C=CC([P]([Pd]([P](C2C=CC=CC=2)(C2C=CC=CC=2)C2C=CC=CC=2)([P](C2C=CC=CC=2)(C2C=CC=CC=2)C2C=CC=CC=2)[P](C2C=CC=CC=2)(C2C=CC=CC=2)C2C=CC=CC=2)(C2C=CC=CC=2)C2C=CC=CC=2)=CC=1>[CH3:25][O:21][C:20](=[O:22])[C:19]1[CH:23]=[CH:24][C:16]([NH:15][C:12]2[N:11]=[CH:10][C:9]([C:6]3[CH:5]=[CH:4][C:3]([O:2][CH3:1])=[CH:8][CH:7]=3)=[CH:14][N:13]=2)=[CH:17][CH:18]=1 |f:3.4.5,^1:68,70,89,108|. Starting materials: COC1=CC=C(C=C1)C=1C=NC(=NC1)NC1=CC=C(C(=O)O)C=C1 (4-[5-(4-Methoxy-phenyl)-pyrimidin-2-ylamino]-benzoic acid), COC(C1=CC=C(C=C1)NC1=NC=C(C=N1)Br)=O (4-(5-Bromo-pyrimidin-2-ylamino)-benzoic acid methyl ester), B(C=1C=CC(=CC1)OC)(O)O (4-methoxy boronic acid), C(=O)([O-])[O-].[K+].[K+] (K2CO3). Reaction conditions: temperature 80 celsius. The product is COC(C1=CC=C(C=C1)NC1=NC=C(C=N1)C1=CC=C(C=C1)OC)=O (4-[5-(4-methoxy-phenyl)-pyrimidin-2-ylamino]-benzoic acid methyl ester). The reagents and catalysts are C=1C=CC(=CC1)[P](C=2C=CC=CC2)(C=3C=CC=CC3)[Pd]([P](C=4C=CC=CC4)(C=5C=CC=CC5)C=6C=CC=CC6)([P](C=7C=CC=CC7)(C=8C=CC=CC8)C=9C=CC=CC9)[P](C=1C=CC=CC1)(C=1C=CC=CC1)C=1C=CC=CC1 (Pd(PPh3)4). Reported procedure: 4-[5-(4-Methoxy-phenyl)-pyrimidin-2-ylamino]-benzoic acid can be prepared by the following procedure. To a solution of 4-(5-bromo-pyrimidin-2-ylamino)-benzoic acid methyl ester (0.3 mmol) (from Example 3f) in DMF (1.5 mL) are added 4-methoxy boronic acid (0.3 mmol), aq K2CO3 (0.68 mmol) and Pd(PPh3)4 (0.16 mmol). The reaction mixture is evacuated twice and heated at 80° C. for 30 min. After this time the reaction mixture is diluted with a sat. aq NH4Cl and extracted with DCM (3×30 mL). The organ... Reactants: C(CCCCCCCCCCCCCCC(C)C)OS(=O)(=O)[O-].[Na+] (sodium isostearylsulfate), C(CCCCCCCCCCCCCCC(C)C)O (isostearyl alcohol). Yields the product C(CCCCCCCCCCCCCCC(C)C)OS(=O)(=O)[O-].[Na+].C(=O)=O (sodium isostearylsulfate carbon dioxide). RXN SMILES: [CH2:1]([O:19][S:20]([O-:23])(=[O:22])=[O:21])[CH2:2][CH2:3][CH2:4][CH2:5][CH2:6][CH2:7][CH2:8][CH2:9][CH2:10][CH2:11][CH2:12][CH2:13][CH2:14][CH2:15][CH:16]([CH3:18])[CH3:17].[Na+:24].[CH2:25]([OH:43])CCCCCCCCCCCCCCC(C)C>>[CH2:1]([O:19][S:20]([O-:23])(=[O:22])=[O:21])[CH2:2][CH2:3][CH2:4][CH2:5][CH2:6][CH2:7][CH2:8][CH2:9][CH2:10][CH2:11][CH2:12][CH2:13][CH2:14][CH2:15][CH:16]([CH3:17])[CH3:18].[Na+:24].[C:25](=[O:43])=[O:19] |f:0.1,3.4.5|. Reported procedure: Into a piston front part (window side) in the variable-volume high-pressure cell, 0.143 g (0.386 mmol) of sodium isostearylsulfate (containing 13.9% of isostearyl alcohol as an impurity) obtained in Example 1 was charged and the apparatus was closed tightly, followed by drying the inside of the variable-volume high-pressure cell using a vacuum pump. Next, the temperature inside of the variable-volume high-pressure cell was set at 35° C. and into the piston front part of the variable-volume high-... The reactants are ClCCl, COc1ccc(P2(=S)SP(=S)(c3ccc(OC)cc3)S2)cc1, CCCCCC, Cc1ccccc1, CC(=O)O, NC(=O)CCCc1ccccc1. Yields the product NC(=S)CCCc1ccccc1. Reaction SMILES: [CH2:41]([Cl:42])[Cl:43].[CH3:13][O:14][c:15]1[cH:16][cH:17][c:18]([P:19]2(=[S:22])[S:20][P:21]([c:23]3[cH:24][cH:25][c:26]([O:27][CH3:28])[cH:29][cH:30]3)(=[S:31])[S:32]2)[cH:33][cH:34]1.[CH3:35][CH2:36][CH2:37][CH2:38][CH2:39][CH3:40].[CH3:44][c:45]1[cH:46][cH:47][cH:48][cH:49][cH:50]1.[CH3:51][C:52](=[O:53])[OH:54].[c:1]1([CH2:7][CH2:8][CH2:9][C:10](=[O:11])[NH2:12])[cH:2][cH:3][cH:4][cH:5][cH:6]1>>[c:1]1([CH2:7][CH2:8][CH2:9][C:10]([NH2:12])=[S:22])[cH:2][cH:3][cH:4][cH:5][cH:6]1. Reactants: [BH4-], CCCCOCCOc1ccc(-c2ccc3c(c2)C=C(C(=O)Nc2ccc(CS(=O)(=O)c4ccccn4)cc2)CCN3C(=O)C(F)(F)F)cc1, CCO, [Na+]. Product: CCCCOCCOc1ccc(-c2ccc3c(c2)C=C(C(=O)Nc2ccc(CS(=O)(=O)c4ccccn4)cc2)CCN3)cc1. As a reaction SMILES: [BH4-:51].[CH2:1]([CH2:2][CH2:3][CH3:4])[O:5][CH2:6][CH2:7][O:8][c:9]1[cH:10][cH:11][c:12](-[c:15]2[cH:16][cH:17][c:18]3[c:19]([cH:50]2)[CH:20]=[C:21]([C:31](=[O:32])[NH:33][c:34]2[cH:35][cH:36][c:37]([CH2:40][S:41](=[O:42])(=[O:43])[c:44]4[n:45][cH:46][cH:47][cH:48][cH:49]4)[cH:38][cH:39]2)[CH2:22][CH2:23][N:24]3[C:25](=[O:26])[C:27]([F:28])([F:29])[F:30])[cH:13][cH:14]1.[CH3:53][CH2:54][OH:55].[Na+:52]>>[CH2:1]([CH2:2][CH2:3][CH3:4])[O:5][CH2:6][CH2:7][O:8][c:9]1[cH:10][cH:11][c:12](-[c:15]2[cH:16][cH:17][c:18]3[c:19]([cH:50]2)[CH:20]=[C:21]([C:31](=[O:32])[NH:33][c:34]2[cH:35][cH:36][c:37]([CH2:40][S:41](=[O:42])(=[O:43])[c:44]4[n:45][cH:46][cH:47][cH:48][cH:49]4)[cH:38][cH:39]2)[CH2:22][CH2:23][NH:24]3)[cH:13][cH:14]1. Reactants: ClC(C(=O)C1=CC=C(C=C1)SC)C1=CC=C(C=C1)SC (2-chloro-1,2-di(4-methylthiophenyl)ethanone), NC1=NCCC1 (2-amino-4,5-dihydro-3H-pyrrole), ice, C([O-])([O-])=O.[Na+].[Na+] (sodium carbonate). Reaction SMILES: Cl[CH:2]([C:13]1[CH:18]=[CH:17][C:16]([S:19][CH3:20])=[CH:15][CH:14]=1)[C:3]([C:5]1[CH:10]=[CH:9][C:8]([S:11][CH3:12])=[CH:7][CH:6]=1)=O.[NH2:21][C:22]1[CH2:26][CH2:25][CH2:24][N:23]=1.C(=O)([O-])[O-].[Na+].[Na+]>CN(C)C=O>[CH3:12][S:11][C:8]1[CH:9]=[CH:10][C:5]([C:3]2[N:21]=[C:22]3[CH2:26][CH2:25][CH2:24][N:23]3[C:2]=2[C:13]2[CH:18]=[CH:17][C:16]([S:19][CH3:20])=[CH:15][CH:14]=2)=[CH:6][CH:7]=1 |f:2.3.4|. The solvent is CN(C=O)C (N,N-dimethylformamide). Run at time 48 hour. Reported procedure: To 9.0 g (0.028 mol) of 2-chloro-1,2-di(4-methylthiophenyl)ethanone in 50 ml of dry N,N-dimethylformamide was added 7.0 g (0.084 mol) of 2-amino-4,5-dihydro-3H-pyrrole. The mixture was stirred for 48 hours at ambient temperature, then poured into 1 liter of ice containing 300 ml of 5% aqueous sodium carbonate solution. The precipitate was collected by filtration and dissolved in methylene chloride. The solution was washed with water, dried (K2CO3) and evaporated to give a residue which was chrom... Product: CSC1=CC=C(C=C1)C=1N=C2N(C1C1=CC=C(C=C1)SC)CCC2 (2,3-Di(4-methylthiophenyl)-6,7-dihydro-5H-pyrrolo[1,2-a]-imidazole). The reactants are C([O-])([O-])=O.[K+].[K+] (Potassium carbonate), ClC1=CC(=C(OC2=C(C=C(C#N)C=C2)C=2C(=NC=CC2)OC)C=C1)OC (4-(4-chloro-2-methoxyphenoxy)-3-(2-methoxypyridin-3-yl)benzonitrile), OO (hydrogen peroxide). Solvent: CS(=O)C (dimethylsulfoxide). Run at time 1 hour. Product: ClC1=CC(=C(OC2=C(C=C(C(=O)N)C=C2)C=2C(=NC=CC2)OC)C=C1)OC (4-(4-chloro-2-methoxyphenoxy)-3-(2-methoxypyridin-3-yl)benzamide). The yield is 113.8%. RXN SMILES: C(=O)([O-])[O-:2].[K+].[K+].[Cl:7][C:8]1[CH:30]=[CH:29][C:11]([O:12][C:13]2[CH:20]=[CH:19][C:16]([C:17]#[N:18])=[CH:15][C:14]=2[C:21]2[C:22]([O:27][CH3:28])=[N:23][CH:24]=[CH:25][CH:26]=2)=[C:10]([O:31][CH3:32])[CH:9]=1.OO>CS(C)=O>[Cl:7][C:8]1[CH:30]=[CH:29][C:11]([O:12][C:13]2[CH:20]=[CH:19][C:16]([C:17]([NH2:18])=[O:2])=[CH:15][C:14]=2[C:21]2[C:22]([O:27][CH3:28])=[N:23][CH:24]=[CH:25][CH:26]=2)=[C:10]([O:31][CH3:32])[CH:9]=1 |f:0.1.2|. Procedure details: Potassium carbonate (0.194 g, 1.40 mmol) was added to a solution of 4-(4-chloro-2-methoxyphenoxy)-3-(2-methoxypyridin-3-yl)benzonitrile (Preparation 2, 0.257 g, 0.701 mmol) in dimethylsulfoxide (6 mL), followed by dropwise addition of 30% hydrogen peroxide aqueous solution (0.422 mL, 14.00 mmol). The mixture was stirred at room temperature for 1 hour, then quenched by addition of saturated aqueous solution of ammonium chloride (20.0 mL) and water (20.0 mL). The pH of the aqueous was adjusted to ...